Dataset: the Open Reaction Database (ORD), a public repository of structured organic reaction records. Task: describe an organic reaction: reactants, conditions, products, and yield The reactants are BrC1=C(C(=CC=C1)[N+](=O)[O-])Cl (1-bromo-2-chloro-3-nitrobenzene), [NH4+].[Cl-] (NH4Cl). Reagents/catalysts: [Zn] (Zn). Run in CO (MeOH). Run at time 1 hour. The product is BrC=1C(=C(N)C=CC1)Cl (3-bromo-2-chloroaniline). The yield is 82.7%. RXN SMILES: [Br:1][C:2]1[CH:7]=[CH:6][CH:5]=[C:4]([N+:8]([O-])=O)[C:3]=1[Cl:11].[NH4+].[Cl-]>CO.[Zn]>[Br:1][C:2]1[C:3]([Cl:11])=[C:4]([CH:5]=[CH:6][CH:7]=1)[NH2:8] |f:1.2|. Procedure details: To a solution of 1-bromo-2-chloro-3-nitrobenzene (3.0 g, 12.7 mmol) in MeOH (127 ml) was added Zn dust (8.30 g, 127 mmol) followed by NH4Cl (6.79 g, 127 mmol) which resulted in a significant exotherm. The heterogeneous reaction mixture was stirred at room temperature for 1 hour. The reaction mixture was filtered through a pad of Celite and concentrated to an off-white solid. To this solid was added EtOAc and the resulting mixture was sonicated for 10 minutes. The mixture was filtered through Cel... Reactants: BrC1=CN=C2N1N=C(C(=C2)C)NCCCC ((3-bromo-7-methyl-imidazo[1,2-b]pyridazin-6-yl)-butyl-amine), Cl.NCC1=CC=C(C=C1)B(O)O ((4-aminomethylphenyl)boronic acid hydrochloride), C(=O)([O-])[O-].[K+].[K+] (K2CO3). Reagents/catalysts: Cl[Pd]([P](C1=CC=CC=C1)(C2=CC=CC=C2)C3=CC=CC=C3)([P](C4=CC=CC=C4)(C5=CC=CC=C5)C6=CC=CC=C6)Cl (dichlorobis(triphenylphosphine)palladium(II)). Run in CC#N (MeCN), CC#N.O (MeCN water). Run at temperature 150 celsius. Product: NCC1=CC=C(C=C1)C1=CN=C2N1N=C(C(=C2)C)NCCCC ([3-(4-Aminomethyl-phenyl)-7-methyl-imidazo[1,2-b]pyridazin-6-yl]-butyl-amine). Reaction SMILES: Br[C:2]1[N:6]2[N:7]=[C:8]([NH:12][CH2:13][CH2:14][CH2:15][CH3:16])[C:9]([CH3:11])=[CH:10][C:5]2=[N:4][CH:3]=1.Cl.[NH2:18][CH2:19][C:20]1[CH:25]=[CH:24][C:23](B(O)O)=[CH:22][CH:21]=1.C([O-])([O-])=O.[K+].[K+]>CC#N.O.CC#N.Cl[Pd](Cl)([P](C1C=CC=CC=1)(C1C=CC=CC=1)C1C=CC=CC=1)[P](C1C=CC=CC=1)(C1C=CC=CC=1)C1C=CC=CC=1>[NH2:18][CH2:19][C:20]1[CH:25]=[CH:24][C:23]([C:2]2[N:6]3[N:7]=[C:8]([NH:12][CH2:13][CH2:14][CH2:15][CH3:16])[C:9]([CH3:11])=[CH:10][C:5]3=[N:4][CH:3]=2)=[CH:22][CH:21]=1 |f:1.2,3.4.5,6.7,^1:44,63|. Procedure details: A mixture of (3-bromo-7-methyl-imidazo[1,2-b]pyridazin-6-yl)-butyl-amine (115 mg, 0.41 mmol), (4-aminomethylphenyl)boronic acid hydrochloride (99.9 mg, 0.53 mmol), K2CO3 (170 mg, 1.23 mmol) and dichlorobis(triphenylphosphine)palladium(II) (14.4 mg, 0.021 mmol) in MeCN/water (3.2 ml/0.8 ml) was heated in a microwave at 150° C. for 15 min. The reaction mixture was diluted with MeCN and filtered. The filtrate was subjected to preparative HPLC to give the titled compound as AcOH salt (66.5 mg). 1H N... The reactants are C(C)(=O)NCCC=1N=C(N(C1)C(C1=CC=CC=C1)(C1=CC=CC=C1)C1=CC=CC=C1)F (4-(2-acetylaminoethyl)-2-fluoro-1-triphenylmethylimidazole), C(C1=CC=NC=C1)(=O)Cl (isonicotinoyl chloride). Yields the product FC=1N(C=C(N1)CCNC(C1=CC=NC=C1)=O)C(C1=CC=CC=C1)(C1=CC=CC=C1)C1=CC=CC=C1 (2-fluoro-4-(2-isonicotinoylaminoethyl)-1-triphenylmethylimidazole). As a reaction SMILES: [C:1]([NH:4][CH2:5][CH2:6][C:7]1[N:8]=[C:9]([F:31])[N:10]([C:12]([C:25]2[CH:30]=[CH:29][CH:28]=[CH:27][CH:26]=2)([C:19]2[CH:24]=[CH:23][CH:22]=[CH:21][CH:20]=2)[C:13]2[CH:18]=[CH:17][CH:16]=[CH:15][CH:14]=2)[CH:11]=1)(=[O:3])[CH3:2].C(Cl)(=O)C1[CH:38]=[CH:37][N:36]=[CH:35][CH:34]=1>>[F:31][C:9]1[N:10]([C:12]([C:19]2[CH:20]=[CH:21][CH:22]=[CH:23][CH:24]=2)([C:25]2[CH:26]=[CH:27][CH:28]=[CH:29][CH:30]=2)[C:13]2[CH:18]=[CH:17][CH:16]=[CH:15][CH:14]=2)[CH:11]=[C:7]([CH2:6][CH2:5][NH:4][C:1](=[O:3])[C:2]2[CH:38]=[CH:37][N:36]=[CH:35][CH:34]=2)[N:8]=1. Procedure: Use of the same technique as for the starting material of Example 29, but replacing acetyl chloride with isonicotinoyl chloride gave 2-fluoro-4-(2-isonicotinoylaminoethyl)-1-triphenylmethylimidazole, having the following n.m.r. spectrum in CDCl3 : 2.7 (t, 2H); 3.71 (q, 2H); 6.35 (s, 1H); 7.0-7.5 (m, 15H); 7.65 (q, 2H); 8.72 (q, 2H).